Dataset: the Open Reaction Database (ORD), a public repository of structured organic reaction records. Task: describe an organic reaction: reactants, conditions, products, and yield Starting materials: O1CC(CC1)N1CCC(CC1)O (1-tetrahydrofuran-3-ylpiperidin-4-ol), CC(=O)OI1(C2=CC=CC=C2C(=O)O1)(OC(=O)C)OC(=O)C (dess-martin periodine). Solvent: ClCCl (dichlormethane). Run at time 5 hour. The product is O1CC(CC1)N1CCC(CC1)=O (1-tetrahydrofuran-3-ylpiperidin-4-one). Reaction SMILES: [O:1]1[CH2:5][CH2:4][CH:3]([N:6]2[CH2:11][CH2:10][CH:9]([OH:12])[CH2:8][CH2:7]2)[CH2:2]1.CC(OI1(OC(C)=O)(OC(C)=O)OC(=O)C2C1=CC=CC=2)=O>ClCCl>[O:1]1[CH2:5][CH2:4][CH:3]([N:6]2[CH2:11][CH2:10][C:9](=[O:12])[CH2:8][CH2:7]2)[CH2:2]1. Reported procedure: To R91.1 1-tetrahydrofuran-3-ylpiperidin-4-ol (200 mg, 1.17 mmol) in dichlormethane (5 mL) is added dess-martin periodine (595 mg, 1.40 mmol) and stirred at r.t. for 5 h. The reaction mixture is filtered through ALOX/N and washed with cyclohexane/ethyl acetate 1:3. The filtrate is concentrated. Starting materials: C(C)(=O)N1CC=2C(=[N+](C=3C=CC=CC3C2C)[O-])CCC1 (2-acetyl-2,3,4,5-tetrahydro-11-methyl-1H-azepino[4,3-b]quinoline 6-oxide), C(C)(=O)OC(C)=O (acetic acid anhydride). The solvent is C1=CC=CC=C1 (benzene). Yields the product C(C)(=O)N1CC=2C(=NC=3C=CC=CC3C2C)C(CC1)OC(C)=O (2-Acetyl-5-acetoxy-2,3,4,5-tetrahydro-11-methyl-1H-azepino[4,3-b]quinoline). As a reaction SMILES: [C:1]([N:4]1[CH2:20][CH2:19][CH2:18][C:7]2=[N+:8]([O-])[C:9]3[CH:10]=[CH:11][CH:12]=[CH:13][C:14]=3[C:15]([CH3:16])=[C:6]2[CH2:5]1)(=[O:3])[CH3:2].[C:21]([O:24]C(=O)C)(=[O:23])[CH3:22]>C1C=CC=CC=1>[C:1]([N:4]1[CH2:20][CH2:19][CH:18]([O:24][C:21](=[O:23])[CH3:22])[C:7]2=[N:8][C:9]3[CH:10]=[CH:11][CH:12]=[CH:13][C:14]=3[C:15]([CH3:16])=[C:6]2[CH2:5]1)(=[O:3])[CH3:2]. Procedure: A mixture of 3 gm (11 millimols) of 2-acetyl-2,3,4,5-tetrahydro-11-methyl-1H-azepino[4,3-b]quinoline 6-oxide, 80 ml of benzene and 23 ml of acetic acid anhydride was heated at its boiling point for 3 hours. Thereafter, the benzene was distilled off and the residue ws recrystallized from ether.